Dataset: the Open Reaction Database (ORD), a public repository of structured organic reaction records. Task: describe an organic reaction: reactants, conditions, products, and yield The reactants are CCCCCOC(=O)Cl, ClCCl, Cl, COc1ccc(CC2SC(=O)NC2=O)c2c1N(Cc1ccc(N)cc1)C(=O)CC2, c1ccncc1. The product is CCCCCOC(=O)Nc1ccc(CN2C(=O)CCc3c(CC4SC(=O)NC4=O)ccc(OC)c32)cc1. Reaction SMILES: [Cl:36][C:37](=[O:38])[O:39][CH2:40][CH2:41][CH2:42][CH2:43][CH3:44].[Cl:46][CH2:47][Cl:48].[ClH:45].[NH2:1][c:2]1[cH:3][cH:4][c:5]([CH2:6][N:7]2[C:8](=[O:27])[CH2:9][CH2:10][c:11]3[c:12]([CH2:19][CH:20]4[C:21](=[O:26])[NH:22][C:23](=[O:25])[S:24]4)[cH:13][cH:14][c:15]([O:17][CH3:18])[c:16]32)[cH:28][cH:29]1.[cH:30]1[cH:31][cH:32][n:33][cH:34][cH:35]1>>[NH:1]([c:2]1[cH:3][cH:4][c:5]([CH2:6][N:7]2[C:8](=[O:27])[CH2:9][CH2:10][c:11]3[c:12]([CH2:19][CH:20]4[C:21](=[O:26])[NH:22][C:23](=[O:25])[S:24]4)[cH:13][cH:14][c:15]([O:17][CH3:18])[c:16]32)[cH:28][cH:29]1)[C:37](=[O:38])[O:39][CH2:40][CH2:41][CH2:42][CH2:43][CH3:44]. Reactants: CO, N#CCS(=O)CCC(F)(F)C(F)(F)C(F)(F)C(F)(F)F, [Na+], [Na+], O, O=S([O-])[O-]. The product is N#CCS(=O)(=O)CCC(F)(F)C(F)(F)C(F)(F)C(F)(F)F. Reaction SMILES: [CH3:28][OH:29].[F:1][C:2]([CH2:3][CH2:4][S:5](=[O:6])[CH2:7][C:8]#[N:9])([C:10]([C:11]([C:12]([F:13])([F:14])[F:15])([F:16])[F:17])([F:18])[F:19])[F:20].[Na+:25].[Na+:26].[OH2:27].[S:21](=[O:22])([O-:23])[O-:24]>>[F:1][C:2]([CH2:3][CH2:4][S:5](=[O:6])([CH2:7][C:8]#[N:9])=[O:22])([C:10]([C:11]([C:12]([F:13])([F:14])[F:15])([F:16])[F:17])([F:18])[F:19])[F:20]. The reactants are C(C)(C)(C)C=1N=C(C=2C(N1)=NN(N2)CC)N2CC(CC2)(F)F (5-tert-Butyl-7-(3,3-difluoro-pyrrolidin-1-yl)-2-ethyl-2H-[1,2,3]triazolo[4,5-d]pyrimidine), C(C)(C)(C)C=1N=C(C2=C(N1)NN=N2)N2CC(CC2)(F)F (5-tert-butyl-7-(3,3-difluoropyrrolidin-1-yl)-3H-[1,2,3]triazolo[4,5-d]pyrimidine), ICC1(COC1)C (3-(iodomethyl)-3-methyloxetane). Yields the product C(C)(C)(C)C=1N=C(C=2C(N1)=NN(N2)CC2(COC2)C)N2CC(CC2)(F)F (5-tert-Butyl-7-(3,3-difluoro-pyrrolidin-1-yl)-2-(3-methyl-oxetan-3-ylmethyl)-2H-[1,2,3]triazolo[4,5-d]pyrimidine). As a reaction SMILES: C(C1N=C(N2CCC(F)(F)C2)C2C(=NN(CC)N=2)N=1)(C)(C)C.[C:23]([C:27]1[N:28]=[C:29]([N:36]2[CH2:40][CH2:39][C:38]([F:42])([F:41])[CH2:37]2)[C:30]2[N:35]=[N:34][NH:33][C:31]=2[N:32]=1)([CH3:26])([CH3:25])[CH3:24].I[CH2:44][C:45]1([CH3:49])[CH2:48][O:47][CH2:46]1>>[C:23]([C:27]1[N:28]=[C:29]([N:36]2[CH2:40][CH2:39][C:38]([F:41])([F:42])[CH2:37]2)[C:30]2[C:31](=[N:33][N:34]([CH2:44][C:45]3([CH3:49])[CH2:48][O:47][CH2:46]3)[N:35]=2)[N:32]=1)([CH3:26])([CH3:24])[CH3:25]. Procedure: In analogy to the procedure described for the synthesis of 5-tert-butyl-7-(3,3-difluoro-pyrrolidin-1-yl)-2-ethyl-2H-[1,2,3]triazolo[4,5-d]pyrimidine (example 3, step b), the title compound was prepared from 5-tert-butyl-7-(3,3-difluoropyrrolidin-1-yl)-3H-[1,2,3]triazolo[4,5-d]pyrimidine and 3-(iodomethyl)-3-methyloxetane and isolated as white solid. MS (m/e): 367.3 (MH+).